describe an organic reaction: reactants, conditions, products, and yield From a dataset of the Open Reaction Database (ORD), a public repository of structured organic reaction records. Starting materials: Cl.FC(C1CCNCC1)(F)F (4-(trifluoromethyl)piperidine hydrochloride), BrC1=CC=C(CN2C(=NC3=C2C=C(C=C3)OCC3=NN(C=C3)C)CC(C(=O)O)(CC)CC)C=C1 (2-((1-(4-bromobenzyl)-6-((1-methyl-1H-pyrazol-3-yl)methoxy)-1H-benzo[d]imidazol-2-yl)methyl)-2-ethylbutanoic acid), FC(C1CCNCC1)(F)F (4-(trifluoromethyl)piperidine). Yields the product C(C)C(C(=O)O)(CC)CC1=NC2=C(N1CC1=CC=C(C=C1)N1CCC(CC1)C(F)(F)F)C=C(C=C2)OCC2=NN(C=C2)C (2-ethyl-2-((6-((1-methyl-1H-pyrazol-3-yl)methoxy)-1-(4-(4-(trifluoromethyl)piperidin-1-yl)benzyl)-1H-benzo[d]imidazol-2-yl)methyl)butanoic acid). Reaction SMILES: Cl.[F:2][C:3]([F:11])([F:10])[CH:4]1[CH2:9][CH2:8][NH:7][CH2:6][CH2:5]1.Br[C:13]1[CH:45]=[CH:44][C:16]([CH2:17][N:18]2[C:22]3[CH:23]=[C:24]([O:27][CH2:28][C:29]4[CH:33]=[CH:32][N:31]([CH3:34])[N:30]=4)[CH:25]=[CH:26][C:21]=3[N:20]=[C:19]2[CH2:35][C:36]([CH2:42][CH3:43])([CH2:40][CH3:41])[C:37]([OH:39])=[O:38])=[CH:15][CH:14]=1.FC(F)(F)C1CCNCC1>>[CH2:40]([C:36]([CH2:35][C:19]1[N:18]([CH2:17][C:16]2[CH:44]=[CH:45][C:13]([N:7]3[CH2:8][CH2:9][CH:4]([C:3]([F:11])([F:10])[F:2])[CH2:5][CH2:6]3)=[CH:14][CH:15]=2)[C:22]2[CH:23]=[C:24]([O:27][CH2:28][C:29]3[CH:33]=[CH:32][N:31]([CH3:34])[N:30]=3)[CH:25]=[CH:26][C:21]=2[N:20]=1)([CH2:42][CH3:43])[C:37]([OH:39])=[O:38])[CH3:41] |f:0.1|. Procedure details: The title compound was prepared in a manner analogous to that in Example 152 substituting 4-(trifluoromethyl)piperidine hydrochloride and 2-((1-(4-bromobenzyl)-6-((1-methyl-1H-pyrazol-3-yl)methoxy)-1H-benzo[d]imidazol-2-yl)methyl)-2-ethylbutanoic acid and 4-(trifluoromethyl)piperidine. MS (ESI): mass calcd. for C32H38F3N5O3, 597.29; m/z found, 598.2 [M+H]+. 1H NMR (500 MHz, CD3OD) δ 7.70 (d, J=9.1, 1H), 7.55 (d, J=2.3, 1H), 7.35 (d, J=2.3, 1H), 7.26 (dd, J=9.0, 2.3, 1H), 7.20-7.15 (m, 2H), 7.10-...